This data is from the Open Reaction Database (ORD), a public repository of structured organic reaction records. The task is: describe an organic reaction: reactants, conditions, products, and yield Starting materials: Cl.C(C)(C)(C)C1=CC=C(C=C1)NN (4-t-Butylphenylhydrazine hydrochloride), C(CC(=O)C)(=O)OCC (ethyl acetoacetate). Solvent: C(C)(=O)O (acetic acid). The product is C(C)(C)(C)C1=CC=C(C=C1)N1N=C(C=C1O)C (1-(4-t-Butylphenyl)-5-hydroxy-3-methyl-1H-pyrazole). Isolated yield 78.5%. RXN SMILES: Cl.[C:2]([C:6]1[CH:11]=[CH:10][C:9]([NH:12][NH2:13])=[CH:8][CH:7]=1)([CH3:5])([CH3:4])[CH3:3].[C:14](OCC)(=[O:19])[CH2:15][C:16]([CH3:18])=O>C(O)(=O)C>[C:2]([C:6]1[CH:7]=[CH:8][C:9]([N:12]2[C:14]([OH:19])=[CH:15][C:16]([CH3:18])=[N:13]2)=[CH:10][CH:11]=1)([CH3:5])([CH3:3])[CH3:4] |f:0.1|. Procedure details: 4-t-Butylphenylhydrazine hydrochloride (24.2 g, 120 mmol) in acetic acid (600 mL) was stirred with ethyl acetoacetate (16.4 mL, 129 mmol) at 100° C. for 22 hours. The solvent was removed by distillation under reduced pressure, and the resulting solid was recrystallized from chloroform (70 ml, 40° C.)-diethyl ether (200 mL, 0° C.), washed with diethyl ether and dried under reduced pressure to give 21.7 g of the desired product (78% yield). Run in C(Cl)(Cl)Cl (chloroform). The product is COC1=CC=C(C2=C1N=C(S2)N)N2CCOCC2 (4-Methoxy-7-morpholin-4-yl-benzothiazol-2-yl-amine). Procedure: (2-Methoxy-5-morpholin-4-yl-phenyl)-thiourea (5.0 g, 19 mmol) in chloroform (130 ml) are treated with bromine (960 □1) and the mixture refluxed for 18 hours. After removal of the volatile components in vacuo, the product is recrystallized from THF (2.8 g, 57%). MS: m/e=266 (M+). RXN SMILES: [CH3:1][O:2][C:3]1[CH:8]=[CH:7][C:6]([N:9]2[CH2:14][CH2:13][O:12][CH2:11][CH2:10]2)=[CH:5][C:4]=1[NH:15][C:16]([NH2:18])=[S:17].BrBr>C(Cl)(Cl)Cl>[CH3:1][O:2][C:3]1[C:4]2[N:15]=[C:16]([NH2:18])[S:17][C:5]=2[C:6]([N:9]2[CH2:14][CH2:13][O:12][CH2:11][CH2:10]2)=[CH:7][CH:8]=1. Reactants: COC1=C(C=C(C=C1)N1CCOCC1)NC(=S)N ((2-Methoxy-5-morpholin-4-yl-phenyl)-thiourea), BrBr (bromine). Starting materials: B, C1CCOC1, C1CCOC1, CC(C)NC(=O)C1CN(C(=O)OC(C)(C)C)CCN1C(=O)OC(C)(C)C, CO. The product is CC(C)NCC1CN(C(=O)OC(C)(C)C)CCN1C(=O)OC(C)(C)C. RXN SMILES: [BH3:27].[CH2:28]1[O:29][CH2:30][CH2:31][CH2:32]1.[CH2:33]1[O:34][CH2:35][CH2:36][CH2:37]1.[CH3:1][CH:2]([CH3:3])[NH:4][C:5](=[O:6])[CH:7]1[N:8]([C:20](=[O:21])[O:22][C:23]([CH3:24])([CH3:25])[CH3:26])[CH2:9][CH2:10][N:11]([C:13](=[O:14])[O:15][C:16]([CH3:17])([CH3:18])[CH3:19])[CH2:12]1.[CH3:38][OH:39]>>[CH3:1][CH:2]([CH3:3])[NH:4][CH2:5][CH:7]1[N:8]([C:20](=[O:21])[O:22][C:23]([CH3:24])([CH3:25])[CH3:26])[CH2:9][CH2:10][N:11]([C:13](=[O:14])[O:15][C:16]([CH3:17])([CH3:18])[CH3:19])[CH2:12]1. Reaction SMILES: [OH:1][CH2:2][CH:3]1[CH2:8][CH2:7][NH:6][CH2:5][CH2:4]1.[CH2:9]([O:11][C:12]1[CH:17]=[CH:16][C:15]([S:18](N2CCC(O)CC2C)(=[O:20])=[O:19])=[CH:14][C:13]=1[C:29]1[NH:34][C:33](=[O:35])[C:32]2=[C:36]([CH3:40])[N:37]=[C:38]([CH3:39])[N:31]2[N:30]=1)[CH3:10]>>[CH2:9]([O:11][C:12]1[CH:17]=[CH:16][C:15]([S:18]([N:6]2[CH2:7][CH2:8][CH:3]([CH2:2][OH:1])[CH2:4][CH2:5]2)(=[O:19])=[O:20])=[CH:14][C:13]=1[C:29]1[NH:34][C:33](=[O:35])[C:32]2=[C:36]([CH3:40])[N:37]=[C:38]([CH3:39])[N:31]2[N:30]=1)[CH3:10]. Starting materials: 4-ethoxy-3-(5,7-dimethyl-4-oxo-3,4-dihydroimidazo[5,1-][1,2,4]triazin-2-yl)-benzenesulphonyl chloride, OCC1CCNCC1 (4-hydroxymethylpiperidine), C(C)OC1=C(C=C(C=C1)S(=O)(=O)N1C(CC(CC1)O)C)C1=NN2C(C(N1)=O)=C(N=C2C)C (2-[2-ethoxy-5-(4-hydroxy-methylpiperidine-1-sulphonyl)-phenyl]-5,7-dimethyl-3H-imidazo[5,1-f][1,2,4]triazin-4-one). Procedure: By the same method, starting with 100 mg (0.261 mmol) of 4-ethoxy-3-(5,7-dimethyl-4-oxo-3,4-dihydroimidazo[5,1-][1,2,4]triazin-2-yl)-benzenesulphonyl chloride and 90 mg (0.784 mmol) of 4-hydroxymethylpiperidine, 22 mg (18% of theory) of 2-[2-ethoxy-5-(4-hydroxy-methylpiperidine-1-sulphonyl)-phenyl]-5,7-dimethyl-3H-imidazo[5,1-f][1,2,4]triazin-4-one are obtained. Product: C(C)OC1=C(C=C(C=C1)S(=O)(=O)N1CCC(CC1)CO)C1=NN2C(C(N1)=O)=C(N=C2C)C (2-[2-Ethoxy-5-(4-hydroxymethylpiperidine-1-sulphonyl)-phenyl]-5,7-dimethyl-3H-imidazo[5,1-f][1,2,4]triazin-4-one). Reactants: FC1=C(C=CC=C1)N=C=S (2-fluorophenylisothiocyanate), C(=O)NN (formylhydrazine). RXN SMILES: [F:1][C:2]1[CH:7]=[CH:6][CH:5]=[CH:4][C:3]=1[N:8]=[C:9]=[S:10].[CH:11]([NH:13][NH2:14])=[O:12]>O1CCCC1>[CH:11]([NH:13][NH:14][C:9]([NH:8][C:3]1[CH:4]=[CH:5][CH:6]=[CH:7][C:2]=1[F:1])=[S:10])=[O:12]. The product is C(=O)NNC(=S)NC1=C(C=CC=C1)F (1-formyl-4-(2-fluorophenyl)-3-thiosemicarbazide). Procedure details: Fifty grams (0.33 mole) of 2-fluorophenylisothiocyanate and 20 g. (0.33 mole) of formylhydrazine were refluxed for 7 hours in 500 ml. of tetrahydrofuran (THF). The reaction mixture was allowed to cool and the insoluble product was collected by filtration. The crude product was washed with water, filtered and dried. The yield was 10 g. of 1-formyl-4-(2-fluorophenyl)-3-thiosemicarbazide, mp. about 148°-149°C. Run in O1CCCC1 (tetrahydrofuran). Starting materials: CC(C)(C)OC(=O)Nc1ccn2nc(Br)nc2c1, ClCCl, Cl. Yields the product Nc1ccn2nc(Br)nc2c1. As a reaction SMILES: [Br:1][c:2]1[n:3][n:4]2[c:5]([cH:6][c:7]([NH:10][C:11](=[O:12])[O:13][C:14]([CH3:15])([CH3:16])[CH3:17])[cH:8][cH:9]2)[n:18]1.[Cl:20][CH2:21][Cl:22].[ClH:19]>>[Br:1][c:2]1[n:3][n:4]2[c:5]([cH:6][c:7]([NH2:10])[cH:8][cH:9]2)[n:18]1. Reactants: CC(C)N=C=S, O=C(Cl)Cl, Nc1cc(S(=O)(=O)c2ccccc2)ccc1S(N)(=O)=O. Yields the product CC(C)NC1=NS(=O)(=O)c2ccc(S(=O)(=O)c3ccccc3)cc2N1. Reaction SMILES: [CH:21]([CH3:22])([CH3:23])[N:24]=[C:25]=[S:26].[Cl:27][C:28](=[O:29])[Cl:30].[NH2:1][c:2]1[c:3]([S:17](=[O:18])(=[O:19])[NH2:20])[cH:4][cH:5][c:6]([S:8](=[O:9])(=[O:10])[c:11]2[cH:12][cH:13][cH:14][cH:15][cH:16]2)[cH:7]1>>[NH:1]1[c:2]2[c:3]([cH:4][cH:5][c:6]([S:8](=[O:9])(=[O:10])[c:11]3[cH:12][cH:13][cH:14][cH:15][cH:16]3)[cH:7]2)[S:17](=[O:18])(=[O:19])[N:20]=[C:25]1[NH:24][CH:21]([CH3:22])[CH3:23]. The reactants are C(=O)(O)[O-].[Na+] (NaHCO3), C=1N=CN2C1CCC[C@@H]2C2=CC=C(C#N)C=C2 ((R)-4-(5,6,7,8-tetrahydroimidazo[1,5-a]pyridin-5-yl)benzonitrile), C(C)(C)(C)OO (tert-butyl hydroperoxide). The reagents and catalysts are C1CCC(=O)NCC1.C1CCC(=O)NCC1.C1CCC(=O)NCC1.C1CCC(=O)NCC1.[Rh].[Rh] (Rh2(cap)4). Solvent: ClCCCl (DCE). Run at temperature 40 celsius, time 8 hour. Yields the product O=C1C=2N([C@H](CC1)C1=CC=C(C#N)C=C1)C=NC2 ((R)-4-(8-oxo-5,6,7,8-tetrahydroimidazo[1,5-a]pyridin-5-yl)benzonitrile). As a reaction SMILES: [C:1]([O-:4])(O)=O.[Na+].[CH:6]1[N:7]=[CH:8][N:9]2[C@@H:14]([C:15]3[CH:22]=[CH:21][C:18]([C:19]#[N:20])=[CH:17][CH:16]=3)[CH2:13][CH2:12]C[C:10]=12.C(OO)(C)(C)C>C1CCNC(=O)CC1.C1CCNC(=O)CC1.C1CCNC(=O)CC1.C1CCNC(=O)CC1.[Rh].[Rh].ClCCCl>[O:4]=[C:1]1[CH2:12][CH2:13][C@H:14]([C:15]2[CH:22]=[CH:21][C:18]([C:19]#[N:20])=[CH:17][CH:16]=2)[N:9]2[CH:8]=[N:7][CH:6]=[C:10]12 |f:0.1,4.5.6.7.8.9|. Reported procedure: To a round bottom flask was added Rh2(cap)4 (80 mg, 0.09 mmol), NaHCO3 (38 mg, 0.45 mmol) and (R)-4-(5,6,7,8-tetrahydroimidazo[1,5-a]pyridin-5-yl)benzonitrile, CAS #102676-87-9, (200 mg, 0.99 mmol). To this crude was added DCE (10 mL). To this crude was added anhydrous tert-butyl hydroperoxide (1.5 mL, 9.0 mmol). The crude was stirred at 40° C. for overnight. The crude was cooled to room temperature and filtered through celite, and the filtrate was concentrated. The residue was purified via colu... Yields the product COC(=O)C(=CN1c2ccc(F)c(F)c2OCC1C)C(=O)OC. The reactants are O=C([O-])[O-], CCOC(C)=O, COC(=O)C(=CNc1ccc(F)c(F)c1OCC(C)OS(=O)(=O)c1ccc(C)cc1)C(=O)OC, [K+], [K+]. RXN SMILES: [C:35](=[O:36])([O-:37])[O-:38].[CH3:41][CH2:42][O:43][C:44](=[O:45])[CH3:46].[F:1][c:2]1[c:3]([O:20][CH2:21][CH:22]([CH3:23])[O:24][S:25]([c:26]2[cH:27][cH:28][c:29]([CH3:30])[cH:31][cH:32]2)(=[O:33])=[O:34])[c:4]([NH:9][CH:10]=[C:11]([C:12](=[O:13])[O:14][CH3:15])[C:16](=[O:17])[O:18][CH3:19])[cH:5][cH:6][c:7]1[F:8].[K+:39].[K+:40]>>[F:1][c:2]1[c:3]2[c:4]([cH:5][cH:6][c:7]1[F:8])[N:9]([CH:10]=[C:11]([C:12](=[O:13])[O:14][CH3:15])[C:16](=[O:17])[O:18][CH3:19])[CH:22]([CH3:23])[CH2:21][O:20]2. The reactants are CCCCC(C=O)(CC)CO, CS(=O)(=O)Cl. The product is CCCCC(C=O)(CC)COS(C)(=O)=O. As a reaction SMILES: [CH2:6]([CH3:7])[C:8]([CH:9]=[O:10])([CH2:11][CH2:12][CH2:13][CH3:14])[CH2:15][OH:16].[CH3:1][S:2]([Cl:3])(=[O:4])=[O:5]>>[CH3:1][S:2](=[O:4])(=[O:5])[O:16][CH2:15][C:8]([CH2:6][CH3:7])([CH:9]=[O:10])[CH2:11][CH2:12][CH2:13][CH3:14].